This data is from the Open Reaction Database (ORD), a public repository of structured organic reaction records. The task is: describe an organic reaction: reactants, conditions, products, and yield The reactants are CN1CCOCC1 (N-methylmorpholine), O (Water), C(#N)C1=CC=C(OCC(C)NC([C@@H](N)C(C)C)=O)C=C1 (N1 -[2-(4-cyanophenoxy)-1-methylethyl]-L-valinamide), ClC(=S)SC1=CC=CC=C1 (phenyl chlorodithioformate). The solvent is C(Cl)Cl (methylene chloride). The product is C(#N)C1=CC=C(OCC(C)NC([C@@H](NC(=O)OC2=CC=CC=C2)C(C)C)=O)C=C1 (N1 -[2-(4-cyanophenoxy)-1-methylethyl]-N2 -phenoxycarbonyl-L-valinamide). The yield is 66.0%. RXN SMILES: CN1[CH2:7][CH2:6][O:5][CH2:4]C1.[C:8]([C:10]1[CH:27]=[CH:26][C:13]([O:14][CH2:15][CH:16]([NH:18][C:19](=[O:25])[C@H:20]([CH:22]([CH3:24])[CH3:23])[NH2:21])[CH3:17])=[CH:12][CH:11]=1)#[N:9].ClC(S[C:32]1C=C[CH:35]=[CH:34][CH:33]=1)=S.[OH2:38]>C(Cl)Cl>[C:8]([C:10]1[CH:11]=[CH:12][C:13]([O:14][CH2:15][CH:16]([NH:18][C:19](=[O:25])[C@H:20]([CH:22]([CH3:23])[CH3:24])[NH:21][C:4]([O:5][C:6]2[CH:7]=[CH:35][CH:34]=[CH:33][CH:32]=2)=[O:38])[CH3:17])=[CH:26][CH:27]=1)#[N:9]. Reported procedure: 0.5 g of N-methylmorpholine was added to a suspension containing 1.4 g of N1 -[2-(4-cyanophenoxy)-1-methylethyl]-L-valinamide suspended in 40 ml of methylene chloride, at -15° C. After 0.9 g of phenyl chlorodithioformate was added to the mixture at -15° C., the reaction mixture was allowed to sit and warm naturally to room temperature while being stirred, and subsequently the whole mixture was stirred for 15 hours at room temperature. Water was subsequently added to the reaction mixture. After t... The reactants are [K+], O=[N+]([O-])[O-], CC(=O)c1ccc(O)cc1, O=S(=O)(O)O. The product is CC(=O)c1ccc(O)c([N+](=O)[O-])c1. RXN SMILES: [K+:15].[N+:11](=[O:12])([O-:13])[O-:14].[OH:1][c:2]1[cH:3][cH:4][c:5]([C:8]([CH3:9])=[O:10])[cH:6][cH:7]1.[S:16](=[O:17])(=[O:18])([OH:19])[OH:20]>>[OH:1][c:2]1[c:3]([N+:11](=[O:12])[O-:13])[cH:4][c:5]([C:8]([CH3:9])=[O:10])[cH:6][cH:7]1. Starting materials: C(C)(=O)OCC=1C=C(C(=O)OC)C=C(C1)N1C=CC=C1 (methyl 3-acetoxymethyl-5-(pyrrol-1-yl)benzoate), ClS(=O)(=O)N=C=O (chlorosulfonyl isocyanate), O (water), CN(C=O)C (N,N-dimethylformamide). The solvent is ClCCl (dichloromethane). Conditions: temperature -20 celsius, time 1 hour. Yields the product C(C)(=O)OCC=1C=C(C(=O)OC)C=C(C1)N1C(=CC=C1)C#N (methyl 3-acetoxymethyl-5-(2-cyanopyrrol-1-yl)benzoate). As a reaction SMILES: [C:1]([O:4][CH2:5][C:6]1[CH:7]=[C:8]([CH:13]=[C:14]([N:16]2[CH:20]=[CH:19][CH:18]=[CH:17]2)[CH:15]=1)[C:9]([O:11][CH3:12])=[O:10])(=[O:3])[CH3:2].ClS([N:25]=[C:26]=O)(=O)=O.CN(C)C=O.O>ClCCl>[C:1]([O:4][CH2:5][C:6]1[CH:7]=[C:8]([CH:13]=[C:14]([N:16]2[CH:17]=[CH:18][CH:19]=[C:20]2[C:26]#[N:25])[CH:15]=1)[C:9]([O:11][CH3:12])=[O:10])(=[O:3])[CH3:2]. Procedure details: To a solution of methyl 3-acetoxymethyl-5-(pyrrol-1-yl)benzoate (4.68 g) in dichloromethane (94 ml) was added chlorosulfonyl isocyanate (2.1 ml) at -20° C. under nitrogen. After being stirred for 1 hour at -20° C., to the reaction mixture was added N,N-dimethylformamide (14.0 ml) at -20° C. After being stirred for 1 hour at -20° C. to -10° C., the reaction mixture was poured into water and the product was extracted with ethyl acetate. The extract was washed with brine and dried over magnesium su...